This data is from the Open Reaction Database (ORD), a public repository of structured organic reaction records. The task is: describe an organic reaction: reactants, conditions, products, and yield Procedure: To a suspension of 5-bromo-3-chloro-6-oxo-1H-pyridine-2-carboxamide (1, 0.5 g, 1.99 mmol) in acetonitrile (15 mL), 3-fluorobenzaldehyde (0.86 g, 6.96 mmol) and ferric chloride (2.25 g, 13.92 mmol) were added in a vial. The vial was sealed and heated the reaction mass to 85° C. for 16 h. After completion, the reaction mass was cooled to room temperature, filtered through celite bed, washed with 5% methanol in dichloromethane followed by concentration to get crude. The crude was then purified by c... The product is ClC1=C2N(C(C=C1)=O)C(NC2=O)C2=CC(=CC=C2)F (8-chloro-3-(3-fluorophenyl)-2,3-dihydroimidazo[1,5-a]pyridine-1,5-dione). Reaction conditions: temperature 85 celsius. Reaction SMILES: [Cl:1][C:2]1[CH:7]=[C:6](NC2N=CN=C(NC(C3CC3)=O)C=2)[C:5](=[O:21])[N:4]2[C:22]([C:27]3[CH:32]=[CH:31][CH:30]=[C:29]([F:33])[CH:28]=3)(C)[NH:23][C:24](=[O:25])[C:3]=12.FC1C=C(C=CC=1)C=O>C(#N)C>[Cl:1][C:2]1[CH:7]=[CH:6][C:5](=[O:21])[N:4]2[CH:22]([C:27]3[CH:32]=[CH:31][CH:30]=[C:29]([F:33])[CH:28]=3)[NH:23][C:24](=[O:25])[C:3]=12. The solvent is C(C)#N (acetonitrile). The reactants are ClC1=C2N(C(C(=C1)NC1=CC(=NC=N1)NC(=O)C1CC1)=O)C(NC2=O)(C)C2=CC(=CC=C2)F (N-[6-[[8-chloro-3-(3-fluorophenyl)-3-methyl-1,5-dioxo-2H-imidazo[1,5-a]pyridin-6-yl]amino]pyrimidin-4-yl]cyclopropanecarboxamide), FC=1C=C(C=O)C=CC1 (3-fluorobenzaldehyde), ferric chloride.